Dataset: the Open Reaction Database (ORD), a public repository of structured organic reaction records. Task: describe an organic reaction: reactants, conditions, products, and yield Reactants: [Br-], C1CCOC1, C[Mg+], CON(C)C(=O)c1ccc(Cl)nn1. The product is CC(=O)c1ccc(Cl)nn1. Reaction SMILES: [Br-:14].[CH2:17]1[O:18][CH2:19][CH2:20][CH2:21]1.[CH3:15][Mg+:16].[Cl:1][c:2]1[cH:3][cH:4][c:5]([C:8](=[O:9])[N:10]([O:11][CH3:12])[CH3:13])[n:6][n:7]1>>[Cl:1][c:2]1[cH:3][cH:4][c:5]([C:8](=[O:9])[CH3:15])[n:6][n:7]1. The reactants are O=C([O-])O, Nc1ccc(C(=O)NCc2cc3ccc(OCc4ccccc4)cc3o2)c(N)n1, [Na+], O, O=C(O)C(F)(F)F, CSc1ccccc1. The product is Nc1ccc(C(=O)NCc2cc3ccc(O)cc3o2)c(N)n1. As a reaction SMILES: [C:45](=[O:46])([OH:47])[O-:48].[NH2:8][c:9]1[c:10]([C:11](=[O:12])[NH:13][CH2:14][c:15]2[o:16][c:17]3[c:18]([cH:19]2)[cH:20][cH:21][c:22]([O:24][CH2:25][c:26]2[cH:27][cH:28][cH:29][cH:30][cH:31]2)[cH:23]3)[cH:32][cH:33][c:34]([NH2:36])[n:35]1.[Na+:49].[OH2:50].[OH:1][C:2]([C:3]([F:4])([F:5])[F:6])=[O:7].[c:37]1([S:38][CH3:39])[cH:40][cH:41][cH:42][cH:43][cH:44]1>>[NH2:8][c:9]1[c:10]([C:11](=[O:12])[NH:13][CH2:14][c:15]2[o:16][c:17]3[c:18]([cH:19]2)[cH:20][cH:21][c:22]([OH:24])[cH:23]3)[cH:32][cH:33][c:34]([NH2:36])[n:35]1. Reactants: [BH4-], CC(C)(C)OC(=O)CC(=O)CCc1ccc(I)cc1, CO, [Na+]. Yields the product CC(C)(C)OC(=O)CC(O)CCc1ccc(I)cc1. RXN SMILES: [BH4-:1].[C:3]([CH3:4])([CH3:5])([CH3:6])[O:7][C:8]([CH2:9][C:10]([CH2:11][CH2:12][c:13]1[cH:14][cH:15][c:16]([I:19])[cH:17][cH:18]1)=[O:20])=[O:21].[CH3:22][OH:23].[Na+:2]>>[C:3]([CH3:4])([CH3:5])([CH3:6])[O:7][C:8]([CH2:9][CH:10]([CH2:11][CH2:12][c:13]1[cH:14][cH:15][c:16]([I:19])[cH:17][cH:18]1)[OH:20])=[O:21].